Dataset: the Open Reaction Database (ORD), a public repository of structured organic reaction records. Task: describe an organic reaction: reactants, conditions, products, and yield Reactants: O=Cc1cc(Br)ccc1F, O=C([O-])[O-], CCCNCCCC(=O)OC(C)(C)C, CCOC(C)=O, [K+], [K+], CN(C)C=O. Product: CC(C)(C)OC(=O)CCCNCCCc1ccc(Br)cc1C=O. RXN SMILES: [Br:15][c:16]1[cH:17][cH:18][c:19]([F:24])[c:20]([CH:21]=[O:22])[cH:23]1.[C:25](=[O:26])([O-:27])[O-:28].[CH2:1]([CH2:2][CH3:3])[NH:4][CH2:5][CH2:6][CH2:7][C:8](=[O:9])[O:10][C:11]([CH3:12])([CH3:13])[CH3:14].[CH3:36][CH2:37][O:38][C:39](=[O:40])[CH3:41].[K+:29].[K+:30].[O:31]=[CH:32][N:33]([CH3:34])[CH3:35]>>[CH2:1]([CH2:2][CH2:3][c:19]1[cH:18][cH:17][c:16]([Br:15])[cH:23][c:20]1[CH:21]=[O:22])[NH:4][CH2:5][CH2:6][CH2:7][C:8](=[O:9])[O:10][C:11]([CH3:12])([CH3:13])[CH3:14]. Starting materials: C=CCBr, CN(C)C=O, COC(OC)C(C)O, [H-], [Na+]. Product: C=CCOC(C)C(OC)OC. As a reaction SMILES: [CH2:11]([CH:12]=[CH2:13])[Br:14].[CH3:15][N:16]([CH3:17])[CH:18]=[O:19].[CH3:3][O:4][CH:5]([CH:6]([CH3:7])[OH:8])[O:9][CH3:10].[H-:1].[Na+:2]>>[CH3:3][O:4][CH:5]([CH:6]([CH3:7])[O:8][CH2:13][CH:12]=[CH2:11])[O:9][CH3:10]. Reactants: C(C1=CC=CC=C1)(=O)SCCC(=O)N[C@@H](C)C(=O)O (N-(3-benzoylthiopropanoyl)-L-alanine). Solvent: O (water), [OH-].[NH4+] (ammonium hydroxide), O (water). Reaction conditions: time 1 hour. Product: SCCC(=O)N[C@@H](C)C(=O)O (N-(3-mercaptopropanoyl)-L-alanine). Isolated yield 70.7%. Reaction SMILES: C([S:9][CH2:10][CH2:11][C:12]([NH:14][C@H:15]([C:17]([OH:19])=[O:18])[CH3:16])=[O:13])(=O)C1C=CC=CC=1>O.[OH-].[NH4+]>[SH:9][CH2:10][CH2:11][C:12]([NH:14][C@H:15]([C:17]([OH:19])=[O:18])[CH3:16])=[O:13] |f:2.3|. Procedure details: N-(3-benzoylthiopropanoyl)-L-alanine (4.2 g) is dissolved in a mixture of water (7.5 ml) and concentrated ammonium hydroxide (6 ml). After one hour, the mixture is diluted with water, filtered and the filtrate is extracted with ethyl acetate. The aqueous phase is acidified with concentrated hydrochloric acid and extracted with ethyl acetate. The organic phase is washed with water, dried and concentrated to dryness in vacuo. The residue is crystallized from ethyl acetate-hexane to yield 1.87 g of...